This data is from the Open Reaction Database (ORD), a public repository of structured organic reaction records. The task is: describe an organic reaction: reactants, conditions, products, and yield Reactants: C(#N)CC(=O)OCC (Ethyl cyanoacetate), C(CCCCC)N (n-hexylamine). Solvent: COCCO (methyl cellosolve). Run at time 1.5 hour. Product: C(CCCCC)NC(CC#N)=O (N-(n-hexyl) cyanoacetamide). As a reaction SMILES: [C:1]([CH2:3][C:4]([O:6]CC)=O)#[N:2].[CH2:9]([NH2:15])[CH2:10][CH2:11][CH2:12][CH2:13][CH3:14]>COCCO>[CH2:9]([NH:15][C:4](=[O:6])[CH2:3][C:1]#[N:2])[CH2:10][CH2:11][CH2:12][CH2:13][CH3:14]. Reported procedure: Ethyl cyanoacetate (113 g., 1.0 mole), n-hexylamine (101 g., 1.0 mole) and methyl cellosolve (200 ml.) are refluxed with stirring for 1.5 hours and the solvent is removed under reduced pressure to give N-(n-hexyl) cyanoacetamide. Reactants: CC(C)c1nc2ccc(O)cc2n1C(=O)OC(C)(C)C, CC(C)(C)OC(=O)N1CCC(O)CC1, C1CCOC1, CCOC(=O)N=NC(=O)OCC, c1ccc(P(c2ccccc2)c2ccccc2)cc1. The product is CC(C)c1nc2ccc(OC3CCN(C(=O)OC(C)(C)C)CC3)cc2n1C(=O)OC(C)(C)C. As a reaction SMILES: [C:13]([CH3:14])([CH3:15])([CH3:16])[O:17][C:18](=[O:19])[n:20]1[c:21]([CH:30]([CH3:31])[CH3:32])[n:22][c:23]2[c:24]1[cH:25][c:26]([OH:29])[cH:27][cH:28]2.[C:33]([CH3:34])([CH3:35])([CH3:36])[O:37][C:38](=[O:39])[N:40]1[CH2:41][CH2:42][CH:43]([OH:46])[CH2:44][CH2:45]1.[CH2:66]1[O:67][CH2:68][CH2:69][CH2:70]1.[O:1]=[C:2]([O:3][CH2:4][CH3:5])[N:6]=[N:7][C:8]([O:9][CH2:10][CH3:11])=[O:12].[c:47]1([P:48]([c:49]2[cH:50][cH:51][cH:52][cH:53][cH:54]2)[c:55]2[cH:56][cH:57][cH:58][cH:59][cH:60]2)[cH:61][cH:62][cH:63][cH:64][cH:65]1>>[C:13]([CH3:14])([CH3:15])([CH3:16])[O:17][C:18](=[O:19])[n:20]1[c:21]([CH:30]([CH3:31])[CH3:32])[n:22][c:23]2[c:24]1[cH:25][c:26]([O:29][CH:43]1[CH2:42][CH2:41][N:40]([C:38]([O:37][C:33]([CH3:34])([CH3:35])[CH3:36])=[O:39])[CH2:45][CH2:44]1)[cH:27][cH:28]2. The reactants are ClC=1C=NC=C(C1NC(=O)C1=CC=C(C2=C1C(CO2)CC(=O)OCC)OC)Cl ((±)-4-[(3,5-Dichloro-4-pyridyl)aminocarbonyl]-3-ethoxycarbonylmethyl-7-methoxy-2,3-dihydrobenzofuran), aqueous solution, [OH-].[Na+] (sodium hydroxide), Cl (hydrochloric acid). Reaction conditions: time 1 hour. Product: C(=O)(O)CC1COC2=C1C(=CC=C2OC)C(=O)NC2=C(C=NC=C2Cl)Cl ((±)-3-Carboxymethyl-4-(3,5-dichloro-4-pyridylaminocarbonyl)-7-methoxy-2,3-dihydrobenzofuran). Isolated yield 98.3%. As a reaction SMILES: [Cl:1][C:2]1[CH:3]=[N:4][CH:5]=[C:6]([Cl:28])[C:7]=1[NH:8][C:9]([C:11]1[C:16]2[CH:17]([CH2:20][C:21]([O:23]CC)=[O:22])[CH2:18][O:19][C:15]=2[C:14]([O:26][CH3:27])=[CH:13][CH:12]=1)=[O:10].[OH-].[Na+].Cl>>[C:21]([CH2:20][CH:17]1[C:16]2[C:11]([C:9]([NH:8][C:7]3[C:6]([Cl:28])=[CH:5][N:4]=[CH:3][C:2]=3[Cl:1])=[O:10])=[CH:12][CH:13]=[C:14]([O:26][CH3:27])[C:15]=2[O:19][CH2:18]1)([OH:23])=[O:22] |f:1.2|. Procedure details: Compound 5 (0.329 g) obtained in Example 5 was mixed with a 2N aqueous solution of sodium hydroxide (6.6 ml), followed by stirring at room temperature for one hour. Under ice-cooling, the reaction mixture was adjusted to pH 2 by adding hydrochloric acid, and then the precipitated solid was collected by filtration. The obtained crude product was recrystallized from ethanol to give Compound 9 (0.302 g, 98%) as a white solid. The reactants are ClC1=C(C(=CC2=CC=CC=C12)C)C=C (1-chloro-3-methyl-2-vinyl-naphthalene), C(C)(C)(C)O (tert-butanol), S(=O)([O-])[O-].[Na+].[Na+] (Sodium sulfite). Solvent: O (H2O), ClCCl (dichloromethane), O (H2O). Reaction conditions: temperature 0 celsius, time 8 hour. Product: ClC1=C(C(=CC2=CC=CC=C12)C)C(CO)O (1-(1-chloro-3-methyl-naphthalen-2-yl)-ethane-1,2-diol). Reaction SMILES: [Cl:1][C:2]1[C:11]2[C:6](=[CH:7][CH:8]=[CH:9][CH:10]=2)[CH:5]=[C:4](C)[C:3]=1C=C.S([O-])([O-])=[O:16].[Na+].[Na+].[C:21]([OH:25])(C)([CH3:23])[CH3:22]>ClCCl.O>[Cl:1][C:2]1[C:11]2[C:6](=[CH:7][CH:8]=[CH:9][CH:10]=2)[CH:5]=[C:4]([CH3:3])[C:22]=1[CH:21]([OH:25])[CH2:23][OH:16] |f:1.2.3|. Reported procedure: A biphasic mixture of AD mix-α (6.907 g) in tert-butanol (24.5 mL)/H2O (24.5 mL) was cooled to 0° C. and 1-chloro-3-methyl-2-vinyl-naphthalene (1.00 g, 4.93 mmol) was added. The reaction mixture was stirred for 8 h at 0° C. Sodium sulfite (7.4 g) was added at 0° C. and the reaction was stirred for 40 minutes to give a white mixture. The mixture was diluted with dichloromethane and H2O. The mixture was extracted with dichloromethane (3×) and the combined organic layer was dried (MgSO4), filtered,...